Task: describe an organic reaction: reactants, conditions, products, and yield. Dataset: the Open Reaction Database (ORD), a public repository of structured organic reaction records The reactants are CN(C)C=O, ClCCCl, Fc1ccccc1C(c1ccccc1)n1cccc1, O, O=P(Cl)(Cl)Cl, c1cc[nH]c1. Yields the product O=Cc1cccn1C(c1ccccc1)c1ccccc1F. RXN SMILES: [CH3:1][N:2]([CH:3]=[O:4])[CH3:5].[Cl:35][CH2:36][CH2:37][Cl:38].[F:11][c:12]1[c:13]([CH:18]([n:19]2[cH:20][cH:21][cH:22][cH:23]2)[c:24]2[cH:25][cH:26][cH:27][cH:28][cH:29]2)[cH:14][cH:15][cH:16][cH:17]1.[OH2:39].[P:6]([Cl:7])([Cl:8])([Cl:9])=[O:10].[nH:30]1[cH:31][cH:32][cH:33][cH:34]1>>[CH:3](=[O:4])[c:20]1[n:19]([CH:18]([c:13]2[c:12]([F:11])[cH:17][cH:16][cH:15][cH:14]2)[c:24]2[cH:25][cH:26][cH:27][cH:28][cH:29]2)[cH:23][cH:22][cH:21]1. Starting materials: N#CCBr, Cc1c(C)n(Cc2ccccc2)c2ccc(-c3ccc(O)cc3)cc12, CC(C)=O, [K+], [K+], O=C([O-])[O-]. The product is Cc1c(C)n(Cc2ccccc2)c2ccc(-c3ccc(OCC#N)cc3)cc12. Reaction SMILES: [Br:32][CH2:33][C:34]#[N:35].[CH2:1]([c:2]1[cH:3][cH:4][cH:5][cH:6][cH:7]1)[n:8]1[c:9]([CH3:25])[c:10]([CH3:24])[c:11]2[cH:12][c:13](-[c:17]3[cH:18][cH:19][c:20]([OH:23])[cH:21][cH:22]3)[cH:14][cH:15][c:16]12.[CH3:36][C:37](=[O:38])[CH3:39].[K+:26].[K+:27].[O-:28][C:29]([O-:30])=[O:31]>>[CH2:1]([c:2]1[cH:3][cH:4][cH:5][cH:6][cH:7]1)[n:8]1[c:9]([CH3:25])[c:10]([CH3:24])[c:11]2[cH:12][c:13](-[c:17]3[cH:18][cH:19][c:20]([O:23][CH2:33][C:34]#[N:35])[cH:21][cH:22]3)[cH:14][cH:15][c:16]12. Reactants: C1(CC1)NC(=O)C=1N=NN(C1C)C1=C(C=C(C=C1)C(=O)NCC)O (N-cyclopropyl-1-{4-[(ethylamino)carbonyl]-2-hydroxyphenyl}-5-methyl-1H-1,2,3-triazole-4-carboxamide), BrCCCCCF (1-bromo-5-fluoropentane), C([O-])([O-])=O.[K+].[K+] (potassium carbonate), O (water). Solvent: CN(C)C=O (DMF). Conditions: temperature 50 celsius, time 8 hour. The product is C1(CC1)NC(=O)C=1N=NN(C1C)C1=C(C=C(C=C1)C(=O)NCC)OCCCCCF (N-cyclopropyl-1-{4-[(ethylamino)carbonyl]-2-[(5-fluoropentyl)oxy]phenyl}-5-methyl-1H-1,2,3-triazole-4-carboxamide). RXN SMILES: [CH:1]1([NH:4][C:5]([C:7]2[N:8]=[N:9][N:10]([C:13]3[CH:18]=[CH:17][C:16]([C:19]([NH:21][CH2:22][CH3:23])=[O:20])=[CH:15][C:14]=3[OH:24])[C:11]=2[CH3:12])=[O:6])[CH2:3][CH2:2]1.Br[CH2:26][CH2:27][CH2:28][CH2:29][CH2:30][F:31].C(=O)([O-])[O-].[K+].[K+].O>CN(C=O)C>[CH:1]1([NH:4][C:5]([C:7]2[N:8]=[N:9][N:10]([C:13]3[CH:18]=[CH:17][C:16]([C:19]([NH:21][CH2:22][CH3:23])=[O:20])=[CH:15][C:14]=3[O:24][CH2:26][CH2:27][CH2:28][CH2:29][CH2:30][F:31])[C:11]=2[CH3:12])=[O:6])[CH2:3][CH2:2]1 |f:2.3.4|. Reported procedure: To a solution of N-cyclopropyl-1-{4-[(ethylamino)carbonyl]-2-hydroxyphenyl}-5-methyl-1H-1,2,3-triazole-4-carboxamide (0.17 g) obtained in Example 141 in DMF (5 ml) were added 1-bromo-5-fluoropentane (0.11 g) and potassium carbonate (0.07 g), and the mixture was stirred at 50° C. overnight. The reaction mixture was allowed to cool to room temperature, water was added to the reaction mixture, and the mixture was extracted with ethyl acetate-hexane (2:1). The organic layer was dried over anhydrous ... Product: ClC1=CC2=C(NC(=N2)C(C(F)(F)F)=O)C=C1C (1-(5-Chloro-6-methyl-1H-benzoimidazol-2-yl-)2,2,2-trifluoro-ethanone). Reported procedure: 1-(5-Chloro-6-methyl-1H-benzoimidazol-2-yl)-2,2,2-trifluoro-ethanol (0.33 g; 1.2 mmole), 4-methoxy-2,2,6,6-tetramethyl-1-piperdinyloxy free radical (4-methoxy-TEMPO free radical; 5.6 mg; 0.03 mmoles) and potassium bromide (KBr; 22 mg, 0.18 mmoles) were dissolved in THF (3.5 mL). The reaction mixture was stirred while cooled to −10° C., after 10 min. a sodium hypochlorite solution (bleach; 10-13% aqueous; 3.0 mL; 5.0 mmoles) was added and the reaction mixture was allowed to stir for 15 min., then... The reactants are Cl[O-].[Na+] (sodium hypochlorite), ClC1=CC2=C(NC(=N2)C(C(F)(F)F)O)C=C1C (1-(5-Chloro-6-methyl-1H-benzoimidazol-2-yl)-2,2,2-trifluoro-ethanol), CC1(CC(CC(N1[O-])(C)C)OC)C (4-methoxy-TEMPO), [Br-].[K+] (potassium bromide). Run in C1CCOC1 (THF), O (water), C(C)(=O)OCC (ethyl acetate). RXN SMILES: [Cl:1][C:2]1[C:16]([CH3:17])=[CH:15][C:5]2[NH:6][C:7]([CH:9]([OH:14])[C:10]([F:13])([F:12])[F:11])=[N:8][C:4]=2[CH:3]=1.CC1(C)N([O-])C(C)(C)CC(OC)C1.[Br-].[K+].Cl[O-].[Na+]>C1COCC1.O.C(OCC)(=O)C>[Cl:1][C:2]1[C:16]([CH3:17])=[CH:15][C:5]2[NH:6][C:7]([C:9](=[O:14])[C:10]([F:12])([F:11])[F:13])=[N:8][C:4]=2[CH:3]=1 |f:2.3,4.5|. As a reaction SMILES: [CH3:1][N:2]1[C:6]([CH:7]2[CH2:13][C:12](=[O:14])[CH:11]=[CH:10][CH2:9][O:8]2)=[C:5]([N+:15]([O-:17])=[O:16])[CH:4]=[N:3]1.C[Si]([N:22]=[N+:23]=[N-:24])(C)C>CC#N>[N:22]([CH:10]1[CH2:9][O:8][CH:7]([C:6]2[N:2]([CH3:1])[N:3]=[CH:4][C:5]=2[N+:15]([O-:17])=[O:16])[CH2:13][C:12](=[O:14])[CH2:11]1)=[N+:23]=[N-:24]. Reported procedure: To a solution of 2-(2-methyl-4-nitro-pyrazol-3-yl)-3,7-dihydro-2H-oxepin-4-one (440 mg, 0.42 mmol) in MeCN (3 mL) was added Amberlite IRA 900F resin (79 mg, 0.19 mmol) and trimethylsilylazide (1.2 mL, 9.35 mmol). The reaction mixture was heated at 65° C. behind a blast screen for 24 hr, cooled to room temperature and concentrated under reduced pressure. Purification via silica gel column chromatography (0-100% EtOAc/isohexane) gave pure 6-azido-2-(1-methyl-4-nitro-1H-pyrazol-5-yl)oxepan-4-one al... The reactants are CN1N=CC(=C1C1OCC=CC(C1)=O)[N+](=O)[O-] (2-(2-methyl-4-nitro-pyrazol-3-yl)-3,7-dihydro-2H-oxepin-4-one), 900F, resin, C[Si](C)(C)N=[N+]=[N-] (trimethylsilylazide). The solvent is CC#N (MeCN). Reaction conditions: temperature 65 celsius. The product is N(=[N+]=[N-])C1CC(CC(OC1)C1=C(C=NN1C)[N+](=O)[O-])=O (6-azido-2-(1-methyl-4-nitro-1H-pyrazol-5-yl)oxepan-4-one). Reactants: BrC=1C=C(OC=2C(=NC=CC2C)O)C=C(C1)Cl (3-(3-bromo-5-chlorophenoxy)-4-methylpyridin-2-ol), BrCC1=NN(C2=NC=CC=C21)C(=O)OC(C)(C)C (tert-butyl 3-(bromomethyl)-1H-pyrazolo[3,4-b]pyridine-1-carboxylate), C([O-])([O-])=O.[K+].[K+] (potassium carbonate). Conditions: temperature 25 celsius, time 18 hour. Yields the product BrC=1C=C(OC=2C(N(C=CC2C)CC2=NNC3=NC=CC=C32)=O)C=C(C1)Cl (3-(3-bromo-5-chlorophenoxy)-4-methyl-1-(1H-pyrazolo[3,4-b]pyridin-3-ylmethyl)pyridin-2(1H)-one). RXN SMILES: [Br:1][C:2]1[CH:3]=[C:4]([CH:14]=[C:15]([Cl:17])[CH:16]=1)[O:5][C:6]1[C:7]([OH:13])=[N:8][CH:9]=[CH:10][C:11]=1[CH3:12].Br[CH2:19][C:20]1[C:28]2[C:23](=[N:24][CH:25]=[CH:26][CH:27]=2)[N:22](C(OC(C)(C)C)=O)[N:21]=1.C(=O)([O-])[O-].[K+].[K+]>>[Br:1][C:2]1[CH:3]=[C:4]([CH:14]=[C:15]([Cl:17])[CH:16]=1)[O:5][C:6]1[C:7](=[O:13])[N:8]([CH2:19][C:20]2[C:28]3[C:23](=[N:24][CH:25]=[CH:26][CH:27]=3)[NH:22][N:21]=2)[CH:9]=[CH:10][C:11]=1[CH3:12] |f:2.3.4|. Procedure: To a solution of 3-(3-bromo-5-chlorophenoxy)-4-methylpyridin-2-ol (11-5; 75 mg, 0.238 mmol) and tert-butyl 3-(bromomethyl)-1H-pyrazolo[3,4-b]pyridine-1-carboxylate (74.4 mg, 0.238 mmol) was added potassium carbonate (33 mg, 0.238 mmol) and the resulting mixture was stirred at 25° C. for 18 hours. After this time, the mixture was filtered and then purified on Gilson LC using a Luna column (10μ, C18, 250×21.2 cm) eluting with 5-95% ACN/water with 0.1% TFA). The desired fractions were concentrated ... Reactants: solution, Cl (hydrogen chloride), FC=1C=C(C=CC1)CCC1=C(OCCC2N(CCC2)C)C=CC=C1 (2-(2-{2-[2-(3-fluorophenyl)ethyl]phenoxy}ethyl)-1-methylpyrrolidine). The solvent is O1CCOCC1 (dioxane), C(C)(=O)OCC (ethyl acetate). The product is Cl.FC=1C=C(C=CC1)CCC1=C(OCCC2N(CCC2)C)C=CC=C1 (2-(2-{2-[2-(3-Fluorophenyl)ethyl]phenoxy}ethyl)-1-methylpyrrolidine hydrochloride). Isolated yield 56.0%. Reaction SMILES: [F:1][C:2]1[CH:3]=[C:4]([CH2:8][CH2:9][C:10]2[CH:24]=[CH:23][CH:22]=[CH:21][C:11]=2[O:12][CH2:13][CH2:14][CH:15]2[CH2:19][CH2:18][CH2:17][N:16]2[CH3:20])[CH:5]=[CH:6][CH:7]=1.[ClH:25]>C(OCC)(=O)C.O1CCOCC1>[ClH:25].[F:1][C:2]1[CH:3]=[C:4]([CH2:8][CH2:9][C:10]2[CH:24]=[CH:23][CH:22]=[CH:21][C:11]=2[O:12][CH2:13][CH2:14][CH:15]2[CH2:19][CH2:18][CH2:17][N:16]2[CH3:20])[CH:5]=[CH:6][CH:7]=1 |f:4.5|. Procedure details: 0.923 g of 2-(2-{2-[2-(3-fluorophenyl)ethyl]phenoxy}ethyl)-1-methylpyrrolidine [prepared as described in step (a) above] was dissolved in 15 ml of ethyl acetate, and 0.8 ml of a 4N solution of hydrogen chloride in dioxane was added to the solution. The mixture was then concentrated by distillation under reduced pressure. The concentrate was dissolved in 25 ml of ethyl acetate, and the solution was allowed to stand at room temperature. The crystals which precipitated were collected by filtration ... Starting materials: [N+](CCCC)(CCCC)(CCCC)CCCC.[F-] (Bu4NF), [Si](C)(C)(C(C)(C)C)OC[C@@H]1CCC(N1C)=O ((5S)-5-[(tert-butyldimethylsilyloxy)methyl]-1-methylpyrrolidin-2-one). Run in C1CCOC1 (THF). Run at time 15 hour. Yields the product OC[C@@H]1CCC(N1C)=O ((5S)-5-(hydroxymethyl)-1-methylpyrrolidin-2-one). Reaction SMILES: [N+](CCCC)(CCCC)(CCCC)CCCC.[F-].[Si]([O:26][CH2:27][C@H:28]1[N:32]([CH3:33])[C:31](=[O:34])[CH2:30][CH2:29]1)(C(C)(C)C)(C)C>C1COCC1>[OH:26][CH2:27][C@H:28]1[N:32]([CH3:33])[C:31](=[O:34])[CH2:30][CH2:29]1 |f:0.1|. Procedure details: Bu4NF (1 mol THF solution, 17.5 ml, 17.5 mmols) was added to a THF (100 ml) solution of the (5S)-5-[(tert-butyldimethylsilyloxy)methyl]-1-methylpyrrolidin-2-one (3.84 g, 15.8 mmols), and the mixture was stirred for 15 hours at room temperature. The reaction mixture was concentrated under reduced pressure, and then the residue was subjected to silica gel column chromatography (SiO2 150 g, MeOH—CHCl3 1:9 v/v) to obtain (5S)-5-(hydroxymethyl)-1-methylpyrrolidin-2-one as a mixture (2.46 g) with inse... Reactants: C(C)(C)(C)OC(=O)N1CCC(CC1)OC1=CC=C(C=C1)C(C(CC(=O)OCC)C)=O (4-[4-(3-ethoxycarbonyl-2-methyl-propionyl)-phenoxy]-piperidine-1-carboxylic acid tert-butyl ester), [OH-].[Na+] (NaOH). Run in CO (methanol). Run at temperature 65 celsius. Product: C(C)(C)(C)OC(=O)N1CCC(CC1)OC1=CC=C(C=C1)C(C(CC(=O)O)C)=O (4-[4-(3-carboxy-2-methyl-propionyl)phenoxy]-piperidine-1-carboxylic acid tert-butyl ester). Yield: 78.5%. As a reaction SMILES: [C:1]([O:5][C:6]([N:8]1[CH2:13][CH2:12][CH:11]([O:14][C:15]2[CH:20]=[CH:19][C:18]([C:21](=[O:30])[CH:22]([CH3:29])[CH2:23][C:24]([O:26]CC)=[O:25])=[CH:17][CH:16]=2)[CH2:10][CH2:9]1)=[O:7])([CH3:4])([CH3:3])[CH3:2].[OH-].[Na+]>CO>[C:1]([O:5][C:6]([N:8]1[CH2:13][CH2:12][CH:11]([O:14][C:15]2[CH:16]=[CH:17][C:18]([C:21](=[O:30])[CH:22]([CH3:29])[CH2:23][C:24]([OH:26])=[O:25])=[CH:19][CH:20]=2)[CH2:10][CH2:9]1)=[O:7])([CH3:4])([CH3:2])[CH3:3] |f:1.2|. Reported procedure: A mixture of 4-[4-(3-ethoxycarbonyl-2-methyl-propionyl)-phenoxy]-piperidine-1-carboxylic acid tert-butyl ester (Example 189 step 2) (5.7 g, 14 mmol) and 1N NaOH (18 mL) in methanol was heated at 65° C. for 1 h. Methanol was evaporated at reduced pressure and diluted with water then cooled to 0° C. The aqueous layer was neutralized carefully with citric acid and extracted twice with methylene chloride to obtain a crude 4-[4-(3-carboxy-2-methyl-propionyl)phenoxy]-piperidine-1-carboxylic acid tert-... Run at temperature 25 celsius, time 2 hour. Yields the product ClCCCC(=O)NC1=CC=C(C(=N1)C)C1=CC=C(C(=O)OC)C=C1 (Methyl 4[6-(4-chlorobutanoylamino)-2-methylpyridin-3-yl]benzoate). Reactants: C(=O)([O-])[O-].[Na+].[Na+] (Na2CO3), NC1=CC=C(C(=N1)C)C1=CC=C(C(=O)OC)C=C1 (methyl 4-(6-amino-2-methylpyridin-3-yl)benzoate), ClCCCC(=O)Cl (4-chlorobutyryl chloride), N1=CC=CC=C1 (pyridine). Run in ClCCl (dichloromethane). Reported procedure: A stirred suspension of methyl 4-(6-amino-2-methylpyridin-3-yl)benzoate (D7, 1.0 g, 4.1 mmole) in dichloromethane (80 ml) was treated with pyridine (0.66 ml, 8.2 mmole), followed by 4-chlorobutyryl chloride (0.47 ml, 4.3 mmole). The resulting solution was stirred at 25° C. for 2 h, then treated with 5% Na2CO3 solution and after 30 minutes, the organic layer was separated, dried (Na2SO4) and concentrated in vacuo to leave a pale yellow solid. This was recrystallised from ethyl acetate/60-80 petro... Reaction SMILES: [NH2:1][C:2]1[N:7]=[C:6]([CH3:8])[C:5]([C:9]2[CH:18]=[CH:17][C:12]([C:13]([O:15][CH3:16])=[O:14])=[CH:11][CH:10]=2)=[CH:4][CH:3]=1.N1C=CC=CC=1.[Cl:25][CH2:26][CH2:27][CH2:28][C:29](Cl)=[O:30].C([O-])([O-])=O.[Na+].[Na+]>ClCCl>[Cl:25][CH2:26][CH2:27][CH2:28][C:29]([NH:1][C:2]1[N:7]=[C:6]([CH3:8])[C:5]([C:9]2[CH:18]=[CH:17][C:12]([C:13]([O:15][CH3:16])=[O:14])=[CH:11][CH:10]=2)=[CH:4][CH:3]=1)=[O:30] |f:3.4.5|. Isolated yield 79.5%.